From a dataset of the Open Reaction Database (ORD), a public repository of structured organic reaction records. describe an organic reaction: reactants, conditions, products, and yield Starting materials: C(C)OC(=O)C1=C(N=C(S1)C1=CC=C(C=C1)OC)C (2-(4-methoxy-phenyl)-4-methyl-thiazole-5-carboxylic acid ethyl ester), B(Br)(Br)Br (BBr3). Yields the product C(C)OC(=O)C1=C(N=C(S1)C1=CC=C(C=C1)O)C (4-Hydroxy-phenyl-4-methyl-thiazole-5-carboxylic acid ethyl ester). Yield: 94.9%. Conditions: time 8 hour. As a reaction SMILES: [CH2:1]([O:3][C:4]([C:6]1[S:10][C:9]([C:11]2[CH:16]=[CH:15][C:14]([O:17]C)=[CH:13][CH:12]=2)=[N:8][C:7]=1[CH3:19])=[O:5])[CH3:2].B(Br)(Br)Br>ClCCl>[CH2:1]([O:3][C:4]([C:6]1[S:10][C:9]([C:11]2[CH:12]=[CH:13][C:14]([OH:17])=[CH:15][CH:16]=2)=[N:8][C:7]=1[CH3:19])=[O:5])[CH3:2]. Procedure: To a −80° C. solution of 2-(4-methoxy-phenyl)-4-methyl-thiazole-5-carboxylic acid ethyl ester (550 mg, 2 mmol) in dichloromethane (20 mL) is added BBr3 (5 mL, 1M solution in dichloromethane). The reaction is stirred at ambient temperature overnight. The reaction is quenched by addition of methanol and is concentrated in vacuo. The residue is partitioned between EtOAc and 1N HCl. The organic layer is concentrated and the residue is purified by chromatography (0 to 30% EtOAc in hexanes) to give th... Solvent: ClCCl (dichloromethane). The reactants are Cc1cc(NC(=O)OC(C)(C)C)c(NC(=O)CC(=O)c2cccc(-c3ccnc(C4CCCC4)c3)c2)cc1C(F)(F)F, ClCCl, O=C(O)C(F)(F)F. Yields the product Cc1cc2c(cc1C(F)(F)F)NC(=O)CC(c1cccc(-c3ccnc(C4CCCC4)c3)c1)=N2. As a reaction SMILES: [C:1]([O:2][C:3](=[O:4])[NH:7][c:8]1[c:9]([NH:19][C:20]([CH2:21][C:22](=[O:5])[c:24]2[cH:25][c:26](-[c:30]3[cH:31][c:32]([CH:36]4[CH2:37][CH2:38][CH2:39][CH2:40]4)[n:33][cH:34][cH:35]3)[cH:27][cH:28][cH:29]2)=[O:41])[cH:10][c:11]([C:15]([F:16])([F:17])[F:18])[c:12]([CH3:14])[cH:13]1)([CH3:6])([CH3:23])[CH3:42].[Cl:50][CH2:51][Cl:52].[F:43][C:44]([F:45])([F:46])[C:47]([OH:48])=[O:49]>>[N:7]1=[C:22]([c:24]2[cH:25][c:26](-[c:30]3[cH:31][c:32]([CH:36]4[CH2:37][CH2:38][CH2:39][CH2:40]4)[n:33][cH:34][cH:35]3)[cH:27][cH:28][cH:29]2)[CH2:21][C:20](=[O:41])[NH:19][c:9]2[c:8]1[cH:13][c:12]([CH3:14])[c:11]([C:15]([F:16])([F:17])[F:18])[cH:10]2.